Dataset: the Open Reaction Database (ORD), a public repository of structured organic reaction records. Task: describe an organic reaction: reactants, conditions, products, and yield Reactants: O (water), BrC=1C=CC(=NC1)C(=O)NCCC(=O)OCC (Ethyl 3-(5-bromopicolinamido)propanoate), C(=O)C1=C(C=CC(=C1)OC)B(O)O ((2-formyl-4-methoxyphenyl)boronic acid), C(=O)([O-])[O-].[K+].[K+] (K2CO3). Reagents/catalysts: C1=CC=C(C=C1)P([C-]2C=CC=C2)C3=CC=CC=C3.C1=CC=C(C=C1)P([C-]2C=CC=C2)C3=CC=CC=C3.Cl[Pd]Cl.[Fe+2] (Pd(dppf)Cl2). Run in O1CCOCC1 (1,4-dioxane), CCOC(=O)C (EtOAc). The product is C(=O)C1=C(C=CC(=C1)OC)C=1C=CC(=NC1)C(=O)NCCC(=O)OCC (ethyl 3-(5-(2-formyl-4-methoxyphenyl)picolinamido)propanoate). Reaction SMILES: Br[C:2]1[CH:3]=[CH:4][C:5]([C:8]([NH:10][CH2:11][CH2:12][C:13]([O:15][CH2:16][CH3:17])=[O:14])=[O:9])=[N:6][CH:7]=1.[CH:18]([C:20]1[CH:25]=[C:24]([O:26][CH3:27])[CH:23]=[CH:22][C:21]=1B(O)O)=[O:19].C([O-])([O-])=O.[K+].[K+].O>O1CCOCC1.CCOC(C)=O.C1C=CC(P(C2C=CC=CC=2)[C-]2C=CC=C2)=CC=1.C1C=CC(P(C2C=CC=CC=2)[C-]2C=CC=C2)=CC=1.Cl[Pd]Cl.[Fe+2]>[CH:18]([C:20]1[CH:25]=[C:24]([O:26][CH3:27])[CH:23]=[CH:22][C:21]=1[C:2]1[CH:3]=[CH:4][C:5]([C:8]([NH:10][CH2:11][CH2:12][C:13]([O:15][CH2:16][CH3:17])=[O:14])=[O:9])=[N:6][CH:7]=1)=[O:19] |f:2.3.4,8.9.10.11|. Procedure details: Ethyl 3-(5-bromopicolinamido)propanoate (1.0 g, 3.3 mmol), (2-formyl-4-methoxyphenyl)boronic acid (896 mg, 5.0 mmol), Pd(dppf)Cl2 (364 mg, 0.5 mmol), and K2CO3 (918 mg, 6.6 mmol) were dissolved in 1,4-dioxane (20 mL) and water (5 mL) and heated to 80° C. After 16 h the resulting mixture was cooled to room temperature, diluted with EtOAc washed with water and brine, dried (Na2SO4), concentrated and purified via column chromatography to yield the title compound. Procedure: A solution of 40 mg of ester 16 (0.09 mmol) in 0.72 mL of THF was hydrolyzed with 360 uL of aqueous lithium hydroxide (0.5M, 0.18 mmol)) at 23° C. for 16 h. The mixture was acidified by addition of 1N HCl and then extracted with EtOAc (2×). The combined organic portions were washed with brine (2×), dried over anhydrous Na2SO4, filtered and concentrated in vacuo to yield 23.3 mg (60%) of the free acid 17. Reactants: Cl[C@@H]1C[C@H]([C@@H]([C@H]1CCCC1=CC=C(S1)C(=O)OC)\C=C\[C@H](CCC[C@H](C)O)O)O (Methyl 5-(3-((1R,2R,3R,5R)-5-chloro-2-((3S,7S,E)-3,7-dihydroxyoct-1-enyl)-3-hydroxycyclopentyl)propyl)thiophene-2-carboxylate), [OH-].[Li+] (lithium hydroxide), Cl (HCl). Reaction SMILES: [Cl:1][C@H:2]1[C@H:6]([CH2:7][CH2:8][CH2:9][C:10]2[S:14][C:13]([C:15]([O:17]C)=[O:16])=[CH:12][CH:11]=2)[C@@H:5](/[CH:19]=[CH:20]/[C@@H:21]([OH:28])[CH2:22][CH2:23][CH2:24][C@@H:25]([OH:27])[CH3:26])[C@H:4]([OH:29])[CH2:3]1.[OH-].[Li+].Cl>C1COCC1>[Cl:1][C@H:2]1[C@H:6]([CH2:7][CH2:8][CH2:9][C:10]2[S:14][C:13]([C:15]([OH:17])=[O:16])=[CH:12][CH:11]=2)[C@@H:5](/[CH:19]=[CH:20]/[C@@H:21]([OH:28])[CH2:22][CH2:23][CH2:24][C@@H:25]([OH:27])[CH3:26])[C@H:4]([OH:29])[CH2:3]1 |f:1.2|. Yields the product Cl[C@@H]1C[C@H]([C@@H]([C@H]1CCCC1=CC=C(S1)C(=O)O)\C=C\[C@H](CCC[C@H](C)O)O)O (5-(3-((1R,2R,3R,5R)-5-chloro-2-((3S,7S,E)-3,7-dihydroxyoct-1-enyl)-3-hydroxycyclopentyl)propyl)thiophene-2-carboxylic acid). Isolated yield 60.1%. The solvent is C1CCOC1 (THF). Starting materials: C[P+](C)(C)CC#N, CCC#N, CCO, CCN(C(C)C)C(C)C, [I-], CCOC(=O)c1ccc(N2CCNCC2)cc1, O, O=C1Nc2cc(CO)cnc2N2CCSCC12. Product: CCOC(=O)c1ccc(N2CCN(Cc3cnc4c(c3)NC(=O)C3CSCCN43)CC2)cc1. Reaction SMILES: [C:19]([CH2:20][P+:21]([CH3:22])([CH3:23])[CH3:24])#[N:25].[C:52](#[N:53])[CH2:54][CH3:55].[CH3:56][CH2:57][OH:58].[CH:26]([N:27]([CH2:28][CH3:29])[CH:30]([CH3:31])[CH3:32])([CH3:33])[CH3:34].[I-:18].[N:35]1([c:41]2[cH:42][cH:43][c:44]([C:45](=[O:46])[O:47][CH2:48][CH3:49])[cH:50][cH:51]2)[CH2:36][CH2:37][NH:38][CH2:39][CH2:40]1.[OH2:59].[OH:1][CH2:2][c:3]1[cH:4][c:5]2[c:10]([n:11][cH:12]1)[N:9]1[CH:8]([C:7](=[O:17])[NH:6]2)[CH2:16][S:15][CH2:14][CH2:13]1>>[CH2:2]([c:3]1[cH:4][c:5]2[c:10]([n:11][cH:12]1)[N:9]1[CH:8]([C:7](=[O:17])[NH:6]2)[CH2:16][S:15][CH2:14][CH2:13]1)[N:38]1[CH2:37][CH2:36][N:35]([c:41]2[cH:42][cH:43][c:44]([C:45](=[O:46])[O:47][CH2:48][CH3:49])[cH:50][cH:51]2)[CH2:40][CH2:39]1. The reactants are S(=O)(=O)(O)O.NN (Hydrazine sulphate salt), Br/C=1/C(=O)OC(\C1)=O (bromomaleic anhydride), Br/C=1/C(=O)OC(\C1)=O (bromomaleic anhydride), S(=O)(=O)(O)O.NN (hydrazine sulphate). The solvent is O (water), O (water). The product is BrC=1C(NNC(C1)=O)=O (4-bromo-1,2-dihydro-3,6-pyridazinedione). Yield: 151.0%. Reaction SMILES: S(O)(O)(=O)=O.[NH2:6][NH2:7].[Br:8][C:9]1[C:10](O[C:13](=[O:15])[CH:14]=1)=[O:11]>O>[Br:8][C:9]1[C:10](=[O:11])[NH:6][NH:7][C:13](=[O:15])[CH:14]=1 |f:0.1|. Procedure details: Hydrazine sulphate salt (51 g) was suspended in water (250 ml), heated to reflux and bromomaleic anhydride (90.38 g) was added dropwise. The mixture was heated at reflux for 4 hours then cooled to room temperature. The reaction was repeated with 29 g hydrazine sulphate, 53 g bromomaleic anhydride and 130 ml water. The precipitates were collected by filtration, washed with water and acetone and dried as a combined batch in vacuo to afford 4-bromo-1,2-dihydro-3,6-pyridazinedione as a white solid (... Starting materials: BrC1=CC2=C(C=3C=NNC13)CN(C([C@@H](C2)CC(=O)O)=O)CCOC ([(S)-4-Bromo-9-(2-methoxy-ethyl)-8-oxo-3,6,7,8,9,10-hexahydro-2,3,9-triaza-cyclohept[e]inden-7-yl]-acetic acid), Cl.FC=1C=CC=C2C=C(C(NC12)=O)C1CCNCC1 (8-fluoro-3-(piperidin-4-yl)quinolin-2(1H)-one hydrochloride), 4-Chloro-9-(2,2-dimethyl-propyl)-7-(R)-{2-oxo-2-[4-(2-oxo-1,4-dihydro-2H-quinazolin-3-yl)-piperidin-1-yl]-ethyl}-6,7,9,10$$ tetrahydro-3H-2,3,9-triaza-cyclohepta[e]inden-8-one. Product: BrC1=CC2=C(C=3C=NNC13)CN(C([C@@H](C2)CC(=O)N2CCC(CC2)C=2C(NC1=C(C=CC=C1C2)F)=O)=O)CCOC ((S)-4-bromo-7-(2-(4-(8-fluoro-2-oxo-1,2-dihydroquinolin-3-yl)piperidin-1-yl)-2-oxoethyl)-9-(2-methoxyethyl)-6,7,9,10-tetrahydroazepino[3, 4-e]indazol-8(3H)-one). The yield is 56.0%. Reaction SMILES: [Br:1][C:2]1[C:10]2[NH:9][N:8]=[CH:7][C:6]=2[C:5]2[CH2:11][N:12]([CH2:21][CH2:22][O:23][CH3:24])[C:13](=[O:20])[C@H:14]([CH2:16][C:17]([OH:19])=O)[CH2:15][C:4]=2[CH:3]=1.Cl.[F:26][C:27]1[CH:28]=[CH:29][CH:30]=[C:31]2[C:36]=1[NH:35][C:34](=[O:37])[C:33]([CH:38]1[CH2:43][CH2:42][NH:41][CH2:40][CH2:39]1)=[CH:32]2>>[Br:1][C:2]1[C:10]2[NH:9][N:8]=[CH:7][C:6]=2[C:5]2[CH2:11][N:12]([CH2:21][CH2:22][O:23][CH3:24])[C:13](=[O:20])[C@H:14]([CH2:16][C:17]([N:41]3[CH2:42][CH2:43][CH:38]([C:33]4[C:34](=[O:37])[NH:35][C:36]5[C:31]([CH:32]=4)=[CH:30][CH:29]=[CH:28][C:27]=5[F:26])[CH2:39][CH2:40]3)=[O:19])[CH2:15][C:4]=2[CH:3]=1 |f:1.2|. Procedure: [(S)-4-Bromo-9-(2-methoxy-ethyl)-8-oxo-3,6,7,8,9,10-hexahydro-2,3,9-triaza-cyclohept[e]inden-7-yl]-acetic acid (100 mg, 0.25 mmol) and 8-fluoro-3-(piperidin-4-yl)quinolin-2(1H)-one hydrochloride (85 mg, 0.30 mmol) were combined in a manner analogous to the preparation of 4-Chloro-9-(2,2-dimethyl-propyl)-7-(R)-{2-oxo-2-[4-(2-oxo-1,4-dihydro-2H-quinazolin-3-yl)-piperidin-1-yl]-ethyl}-6,7,9,10$$ -tetrahydro-3H-2,3,9-triaza-cyclohepta[e]inden-8-one. Title compound was obtained as white solid in 56% ... The reactants are COC1=CC2=C(NC(=N2)SC2=C(C=CC(=C2)OC)N)C=C1OC (2-[-5,6-Dimethoxy-2-1H-benzimidazolylthio]-4-methoxy benzenamine), Cl (hydrochloric acid), N(=O)[O-].[Na+] (sodium nitrite), resultant solution, N1=CC=CC=C1 (pyridine). Solvent: O (water), O (water). The product is COC1=CC2=C(NC(=N2)SC2=C(C=CC(=C2)OC)C2=NC=CC=C2)C=C1OC (5,6-Dimethoxy-2-[5-methoxy-2-(2-pyridinyl)phenylthio]-1H-benzimidazole). Reaction SMILES: [CH3:1][O:2][C:3]1[C:21]([O:22][CH3:23])=[CH:20][C:6]2[NH:7][C:8]([S:10][C:11]3[CH:16]=[C:15]([O:17][CH3:18])[CH:14]=[CH:13][C:12]=3N)=[N:9][C:5]=2[CH:4]=1.Cl.N([O-])=O.[Na+].[N:29]1[CH:34]=[CH:33][CH:32]=[CH:31][CH:30]=1>O>[CH3:1][O:2][C:3]1[C:21]([O:22][CH3:23])=[CH:20][C:6]2[NH:7][C:8]([S:10][C:11]3[CH:16]=[C:15]([O:17][CH3:18])[CH:14]=[CH:13][C:12]=3[C:30]3[CH:31]=[CH:32][CH:33]=[CH:34][N:29]=3)=[N:9][C:5]=2[CH:4]=1 |f:2.3|. Reported procedure: The product of step (b) above (500 mg) was treated with concentrated hydrochloric acid (0.8 ml) and water (0.8 ml) to form a paste. The paste was stirred at 0°-10° and a solution of sodium nitrite (105 mg) in water (0.5 ml) added dropwise. After stirring for 40 minutes the resultant solution was added slowly to pyridine (5 ml) stirred at 80°. The mixture was stirred for a further 40 minutes then concentrated in vacuo. The residue was slurried with 0.880 ammonia and the mixture again concentrated... The reactants are O (water), OC1=CC=C(C=C1)N1CCNCC1 (1-(4-hydroxyphenyl)piperazine), C([O-])([O-])=O.[K+].[K+] (potassium carbonate), ClC(=O)OCC1=CC=CC=C1 (benzyl chloroformate). Reaction conditions: time 4 hour. Yield: 69.4%. Product: C(C1=CC=CC=C1)OC(=O)N1CCN(CC1)C1=CC=C(C=C1)O (4-(4-hydroxyphenyl)piperazine-1-carboxylic acid benzyl ester). Solvent: CN(C=O)C (N,N-dimethylformamide). Procedure details: To a suspension of 1-(4-hydroxyphenyl)piperazine (50 g) and potassium carbonate (46.5 g) in N,N-dimethylformamide (100 ml) was added dropwise benzyl chloroformate (47.86 g) at 0 to 10° C., and stirred for 4 hours at ambient temperature. The reaction mixture was poured into water, and extracted with ethyl acetate. The organic layer was washed with brine and dried, and the solvent was evaporated under reduced pressure. The residue was chromatographed on a column of silica gel eluting with dichloro... As a reaction SMILES: [OH:1][C:2]1[CH:7]=[CH:6][C:5]([N:8]2[CH2:13][CH2:12][NH:11][CH2:10][CH2:9]2)=[CH:4][CH:3]=1.C(=O)([O-])[O-].[K+].[K+].Cl[C:21]([O:23][CH2:24][C:25]1[CH:30]=[CH:29][CH:28]=[CH:27][CH:26]=1)=[O:22].O>CN(C)C=O>[CH2:24]([O:23][C:21]([N:11]1[CH2:12][CH2:13][N:8]([C:5]2[CH:4]=[CH:3][C:2]([OH:1])=[CH:7][CH:6]=2)[CH2:9][CH2:10]1)=[O:22])[C:25]1[CH:30]=[CH:29][CH:28]=[CH:27][CH:26]=1 |f:1.2.3|. The reactants are FC1=C(CNC=2C(=NNC2)C(=O)O)C(=CC=C1)F (4-(2,6-difluorobenzylamino)-1H-pyrazole-3-carboxylic acid), NC1=C(CO)C=CC=C1N (2,3-diaminobenzylalcohol), C(CCl)Cl (EDC), C=1C=CC2=C(C1)N=NN2O (HOBt). The solvent is CN(C)C=O (DMF). Reaction conditions: time 18 hour. Yields the product NC1=C(C=CC=C1CO)NC(=O)C1=NNC=C1NC(C1=C(C=CC=C1F)F)=O (4-(2,6-difluoro-benzoylamino)-1H-pyrazole-3-carboxylic acid (2-amino-3-hydroxymethyl-phenyl)-amide). The yield is 60.0%. As a reaction SMILES: [F:1][C:2]1[CH:17]=[CH:16][CH:15]=[C:14]([F:18])[C:3]=1[CH2:4][NH:5][C:6]1[C:7]([C:11]([OH:13])=O)=[N:8][NH:9][CH:10]=1.[NH2:19][C:20]1[C:27]([NH2:28])=[CH:26][CH:25]=[CH:24][C:21]=1[CH2:22][OH:23].C(Cl)CCl.C1C=CC2N([OH:42])N=NC=2C=1>CN(C=O)C>[NH2:19][C:20]1[C:21]([CH2:22][OH:23])=[CH:24][CH:25]=[CH:26][C:27]=1[NH:28][C:11]([C:7]1[C:6]([NH:5][C:4](=[O:42])[C:3]2[C:14]([F:18])=[CH:15][CH:16]=[CH:17][C:2]=2[F:1])=[CH:10][NH:9][N:8]=1)=[O:13]. Procedure: A mixture of 4-(2,6-difluorobenzylamino)-1H-pyrazole-3-carboxylic acid (1.0 g, 3.7 mmol) (Example 16D), 2,3-diaminobenzylalcohol (560 mg, 4.1 mmol), EDC (870 mg, 4.5 mmol) and HOBt (610 mg, 4.5 mmol) in DMF (20 ml) was stirred at ambient temperature for 18 h and then reduced in vacuo. The residue was partitioned between EtOAc and brine and the organic portion dried (MgSO4) and reduced in vacuo. The residue was purified by flash column chromatography [SiO2, EtOAc-hexane (1:1, 2:1)] to give 4-(2,6... The reactants are C(Cl)Cl.CO (methylene chloride methanol), C(C)(C)N(C(C)C)CC (N,N-diisopropylethylamine), FC1=CC=C(C=C1)C1C(NCC1)C1=NC=CC=C1 (3-(4-fluorophenyl)-2-(2-pyridyl)-pyrrolidine), ClC=1OC2=C(N1)C=C(C=C2)Cl (2,5-dichlorobenzoxazole). Run in O1CCOCC1 (1,4-dioxane), C(C)(=O)OCC (ethyl acetate). Product: N1=C(C=CC=C1)C1=CC=CC2=C1N=C(O2)N2CCCC2 (2-pyridyl-pyrrolidin- 1-yl-benzoxazole). RXN SMILES: F[C:2]1[CH:7]=[CH:6][C:5]([CH:8]2CCN[CH:9]2[C:13]2[CH:18]=[CH:17][CH:16]=[CH:15][N:14]=2)=CC=1.C([N:22](CC)C(C)C)(C)C.Cl[C:29]1[O:30][C:31]2[CH:37]=[CH:36]C(Cl)=C[C:32]=2[N:33]=1.C(Cl)Cl.CO>O1CCOCC1.C(OCC)(=O)C>[N:14]1[CH:15]=[CH:16][CH:17]=[CH:18][C:13]=1[C:9]1[C:8]2[N:22]=[C:29]([N:33]3[CH2:32][CH2:31][CH2:37][CH2:36]3)[O:30][C:5]=2[CH:6]=[CH:7][CH:2]=1 |f:3.4|. Procedure: The crude pyrrolidine (5.9 g, 0.025M) was dissolved in 100 mL 1,4-dioxane containing N,N-diisopropylethylamine (435 mL, 0.025M). Then 2,5-dichlorobenzoxazole (4.7 g, 0.025M) was added and the resulting yellow solution was heated at reflux for 2 hours, cooled to room temperature and diluted with 250 mL ethyl acetate. The reaction mixture was washed with 200 mL portions of water and saturated sodium chloride solution, dried over magnesium sulfate, filtered and concentrated to obtain a yellow oil. ...